Task: describe an organic reaction: reactants, conditions, products, and yield. Dataset: the Open Reaction Database (ORD), a public repository of structured organic reaction records Reactants: C=CCOC(=O)NC(CO)Cc1ccc(OCC=C)cc1, CCN(C(C)C)C(C)C, CC(C)[Si](OS(=O)(=O)C(F)(F)F)(C(C)C)C(C)C, [Cl-], ClCCl, [NH4+]. Product: C=CCOC(=O)NC(CO[Si](C(C)C)(C(C)C)C(C)C)Cc1ccc(OCC=C)cc1. Reaction SMILES: [CH2:1]([CH:2]=[CH2:3])[O:4][C:5]([NH:6][CH:7]([CH2:8][c:9]1[cH:10][cH:11][c:12]([O:15][CH2:16][CH:17]=[CH2:18])[cH:13][cH:14]1)[CH2:19][OH:20])=[O:21].[CH:22]([N:23]([CH:24]([CH3:25])[CH3:26])[CH2:27][CH3:28])([CH3:29])[CH3:30].[CH:31]([CH3:32])([CH3:33])[Si:34]([CH:35]([CH3:36])[CH3:37])([CH:38]([CH3:39])[CH3:40])[O:41][S:42]([C:43]([F:44])([F:45])[F:46])(=[O:47])=[O:48].[Cl-:49].[Cl:51][CH2:52][Cl:53].[NH4+:50]>>[CH2:1]([CH:2]=[CH2:3])[O:4][C:5]([NH:6][CH:7]([CH2:8][c:9]1[cH:10][cH:11][c:12]([O:15][CH2:16][CH:17]=[CH2:18])[cH:13][cH:14]1)[CH2:19][O:20][Si:34]([CH:31]([CH3:32])[CH3:33])([CH:35]([CH3:36])[CH3:37])[CH:38]([CH3:39])[CH3:40])=[O:21]. Starting materials: BrC=1C(=NN(C1)CO)C(F)(F)F (4-bromo-3-(trifluoromethyl)-1H-pyrazole-1-ylmethanol), S(=O)(Cl)Cl (thionyl chloride). The solvent is ClCCl (dichloromethane). Run at time 8 hour. Yields the product BrC=1C(=NN(C1)CCl)C(F)(F)F (4-bromo-1-(chloromethyl)-3-(trifluoromethyl)-1H-pyrazole). Reaction SMILES: [Br:1][C:2]1[C:3]([C:9]([F:12])([F:11])[F:10])=[N:4][N:5]([CH2:7]O)[CH:6]=1.S(Cl)([Cl:15])=O>ClCCl>[Br:1][C:2]1[C:3]([C:9]([F:12])([F:11])[F:10])=[N:4][N:5]([CH2:7][Cl:15])[CH:6]=1. Procedure: 3.28 g of 4-bromo-3-(trifluoromethyl)-1H-pyrazole-1-ylmethanol was dissolved to 40 ml of dichloromethane. 2.9 ml of thionyl chloride was added to the solution, followed by stirring at room temperature for overnight. The reaction mixture was concentrated under reduced pressure. The obtained solid was washed with the mixture of hexane and chloroform to obtain 3.33 g of 4-bromo-1-(chloromethyl)-3-(trifluoromethyl)-1H-pyrazole. Starting materials: C(C)(C)(C)OC(=O)N1CC(CC1)(C(C=C)(F)F)NC(=O)OCC1=CC=CC=C1 (3-benzyloxycarbonylamino-3-(1,1-difluoroallyl)pyrrolidine-1-carboxylic acid tert-butyl ester), O=[O+][O-] (ozone), [BH4-].[Na+] (sodium borohydride), C([O-])(O)=O.[Na+] (sodium bicarbonate), [Cl-].[Na+] (sodium chloride). Run in C(Cl)(Cl)Cl.CO (chloroform methanol). Conditions: temperature 0 celsius, time 4 hour. Yields the product C(C)(C)(C)OC(=O)N1CC(CC1)(C(CO)(F)F)NC(=O)OCC1=CC=CC=C1 (3-benzyloxycarbonylamino-3-(1,1-difluoro-2-hydroxyethyl)pyrrolidine-1-carboxylic acid tert-butyl ester). RXN SMILES: [C:1]([O:5][C:6]([N:8]1[CH2:12][CH2:11][C:10]([NH:18][C:19]([O:21][CH2:22][C:23]2[CH:28]=[CH:27][CH:26]=[CH:25][CH:24]=2)=[O:20])([C:13]([F:17])([F:16])[CH:14]=C)[CH2:9]1)=[O:7])([CH3:4])([CH3:3])[CH3:2].[O:29]=[O+][O-].[BH4-].[Na+].C(=O)(O)[O-].[Na+].[Cl-].[Na+]>C(Cl)(Cl)Cl.CO>[C:1]([O:5][C:6]([N:8]1[CH2:12][CH2:11][C:10]([NH:18][C:19]([O:21][CH2:22][C:23]2[CH:28]=[CH:27][CH:26]=[CH:25][CH:24]=2)=[O:20])([C:13]([F:17])([F:16])[CH2:14][OH:29])[CH2:9]1)=[O:7])([CH3:2])([CH3:3])[CH3:4] |f:2.3,4.5,6.7,8.9|. Procedure details: A solution of an optically-active compound of 3-benzyloxycarbonylamino-3-(1,1-difluoroallyl)pyrrolidine-1-carboxylic acid tert-butyl ester (15.5 g) in chloroform/methanol (154 ml/154 ml) cooled to −78° C. was flowed ozone air for 30 minutes. To the reaction mixture was added sodium borohydride (4.14 g) in small batches, and then the mixture was warmed to 0° C. and stirred at the same temperature for additional 4 hours. To the mixture were added saturated aqueous sodium bicarbonate solution and s... Starting materials: O=C([O-])[O-], CNC1CN(Cc2ccccc2)CCC1C, CCOC(C)=O, Cc1ccc(S(=O)(=O)n2ccc3c(Cl)ncnc32)cc1, [K+], [K+], O. The product is Cc1ccc(S(=O)(=O)n2ccc3c(N(C)C4CN(Cc5ccccc5)CCC4C)ncnc32)cc1. As a reaction SMILES: [C:21](=[O:22])([O-:23])[O-:24].[CH2:27]([c:28]1[cH:29][cH:30][cH:31][cH:32][cH:33]1)[N:34]1[CH2:35][CH:36]([NH:41][CH3:42])[CH:37]([CH3:40])[CH2:38][CH2:39]1.[CH3:43][CH2:44][O:45][C:46](=[O:47])[CH3:48].[Cl:1][c:2]1[c:3]2[c:4]([n:5][cH:6][n:7]1)[n:8]([S:11](=[O:12])(=[O:13])[c:14]1[cH:15][cH:16][c:17]([CH3:18])[cH:19][cH:20]1)[cH:9][cH:10]2.[K+:25].[K+:26].[OH2:49]>>[c:2]1([N:41]([CH:36]2[CH2:35][N:34]([CH2:27][c:28]3[cH:29][cH:30][cH:31][cH:32][cH:33]3)[CH2:39][CH2:38][CH:37]2[CH3:40])[CH3:42])[c:3]2[c:4]([n:5][cH:6][n:7]1)[n:8]([S:11](=[O:12])(=[O:13])[c:14]1[cH:15][cH:16][c:17]([CH3:18])[cH:19][cH:20]1)[cH:9][cH:10]2. Reactants: N,N-dimethylaminopyridine, C(CCCCCC)N=C=O (heptyl isocyanate), C1=CC=CC=C1 (benzene), FC1=C(N)C(=CC(=C1)F)CCC1=CC=C(C=C1)CC(C)(C)C (2,4-Difluoro-6-{2-[4-(2,2-dimethylpropyl)phenyl]ethyl}aniline). Run in C1CCOC1 (THF). Yields the product C(CCCCCC)NC(=O)NC1=C(C=C(C=C1CCC1=CC=C(C=C1)CC(C)(C)C)F)F (N-Heptyl-N'-(2,4-difluoro-6-{2-[4-(2,2-dimethylpropyl)phenyl]ethyl}phenyl)urea). Reaction SMILES: [F:1][C:2]1[CH:8]=[C:7]([F:9])[CH:6]=[C:5]([CH2:10][CH2:11][C:12]2[CH:17]=[CH:16][C:15]([CH2:18][C:19]([CH3:22])([CH3:21])[CH3:20])=[CH:14][CH:13]=2)[C:3]=1[NH2:4].[CH2:23]([N:30]=[C:31]=[O:32])[CH2:24][CH2:25][CH2:26][CH2:27][CH2:28][CH3:29].C1C=CC=CC=1>C1COCC1>[CH2:23]([NH:30][C:31]([NH:4][C:3]1[C:5]([CH2:10][CH2:11][C:12]2[CH:13]=[CH:14][C:15]([CH2:18][C:19]([CH3:22])([CH3:21])[CH3:20])=[CH:16][CH:17]=2)=[CH:6][C:7]([F:9])=[CH:8][C:2]=1[F:1])=[O:32])[CH2:24][CH2:25][CH2:26][CH2:27][CH2:28][CH3:29]. Reported procedure: A solution of the product from step (d) (4.5 g) in THF (50 ml) was stirred at room temperature and heptyl isocyanate (5.5 g containing 36 mole % benzene, prepared by the method described in Organic Syntheses, Collective Volume 3, p. 846) and N,N-dimethylaminopyridine (750 mg) were added. The mixture was stirred at room temperature for ca 60 hours, then evaporated under reduced pressure to give an oil which was flash chromatographed through a silica column using ether/hexane (2:1 v/v). The eluate... Reactants: C1(=CC=CC=C1)C=1N=CNC1 (4-phenyl-1H-imidazole), ClCCC(=O)NC1=C(C(=O)N)C=CC=C1 (2-(3-chloropropanamido)benzamide), C(=O)([O-])[O-].[K+].[K+] (K2CO3). Solvent: CN(C)C=O (DMF), O (water). Product: C1(=CC=CC=C1)C=1N=CN(C1)CCC1=NC2=CC=CC=C2C(N1)=O (2-(2-(4-Phenyl-1H-imidazol-1-yl)ethyl)quinazolin-4(3H)-one). The yield is 5.5%. RXN SMILES: [C:1]1([C:7]2[N:8]=[CH:9][NH:10][CH:11]=2)[CH:6]=[CH:5][CH:4]=[CH:3][CH:2]=1.Cl[CH2:13][CH2:14][C:15]([NH:17][C:18]1[CH:26]=[CH:25][CH:24]=[CH:23][C:19]=1[C:20]([NH2:22])=[O:21])=O.C([O-])([O-])=O.[K+].[K+]>CN(C=O)C.O>[C:1]1([C:7]2[N:8]=[CH:9][N:10]([CH2:13][CH2:14][C:15]3[NH:22][C:20](=[O:21])[C:19]4[C:18](=[CH:26][CH:25]=[CH:24][CH:23]=4)[N:17]=3)[CH:11]=2)[CH:2]=[CH:3][CH:4]=[CH:5][CH:6]=1 |f:2.3.4|. Procedure details: A solution of 4-phenyl-1H-imidazole (500 mg, 3.47 mmol), 2-(3-chloropropanamido)benzamide (1.17 g, 5.21 mmol) and K2CO3 (717 mg, 5.20 mmol) in DMF (50 mL) was stirred at 110° C. overnight. After cooling to room temperature, the reaction mixture was diluted with water (200 mL) and extracted with EtOAc (100 mL×3). The organic layer was dried over Na2SO4, filtered and concentrated. The resulting product was washed with EtOAc and filtered to give the desired product (60 mg). LC-MS: m/z 317 (M+H+). The reactants are C(C)OC=1C=CC(=C(C1)CO)[N+](=O)[O-] ((5-ethoxy-2-nitro-phenyl)-methanol), O.NN (hydrazine hydrate). The reagents and catalysts are [Pd] (Pd/C). Solvent: CCO (EtOH). Run at temperature 90 celsius. Product: NC1=C(C=C(C=C1)OCC)CO ((2-amino-5-ethoxy-phenyl)-methanol). Reaction SMILES: [CH2:1]([O:3][C:4]1[CH:5]=[CH:6][C:7]([N+:12]([O-])=O)=[C:8]([CH2:10][OH:11])[CH:9]=1)[CH3:2].O.NN>CCO.[Pd]>[NH2:12][C:7]1[CH:6]=[CH:5][C:4]([O:3][CH2:1][CH3:2])=[CH:9][C:8]=1[CH2:10][OH:11] |f:1.2|. Reported procedure: To a solution of (5-ethoxy-2-nitro-phenyl)-methanol (592 mg, 3.0 mmol) in absolute EtOH (20 mL) at rt was added 150 mg of Pd/C (Aldrich, 10 wt. % on active carbon), followed by slow addition of hydrazine hydrate (1.5 mL). The resulting reaction mixture was refluxed at 90° C. for 1 h. It was then cooled to rt, filtered through Celite, and then concentrated in vacuo to afford crude (2-amino-5-ethoxy-phenyl)-methanol as a pale yellow oil: MS (ESI) 168 (M+H)+. The reactants are CC(Cl)c1cccnc1, O=C(O)c1cn(-c2ccc(F)cc2)cn1. Reagents/catalysts: O=C([O-])[O-].[Cs+].[Cs+] (cesium carbonate), [I-].[K+] (potassium iodide). The solvent is CN(C)C=O (DMF), CN(C)C=O (dmf), CN(C)C=O (DMF). Conditions: temperature 70 celsius, time 16 hour. Product: CC(OC(=O)c1cn(-c2ccc(F)cc2)cn1)c1cccnc1. Reactants: ClC1=CC=C(C=C1)C=1N=C2N(C=CC=C2)C1CN1C(N=C(C=C1)NCC)=O (1-((2-(4-chlorophenyl)imidazo[1,2-a]pyridin-3-yl)methyl)-4-(ethylamino)pyrimidin-2(1H)-one), ClC1=NC(N(C=C1)CC1=C(N=C2N1C=CC=C2)C2=CC=C(C=C2)Cl)=O (4-chloro-1-((2-(4-chlorophenyl)imidazo[1,2-a]pyridin-3-yl)methyl)pyrimidin-2(1H)-one), CN(CCN)C (N1,N1-dimethylethane-1,2-diamine). Product: ClC1=CC=C(C=C1)C=1N=C2N(C=CC=C2)C1CN1C(N=C(C=C1)NCCN(C)C)=O (1-((2-(4-chlorophenyl)imidazo[1,2-a]pyridin-3-yl)methyl)-4-(2-(dimethylamino)ethylamino)pyrimidin-2(1H)-one). Reaction SMILES: [Cl:1][C:2]1[CH:7]=[CH:6][C:5]([C:8]2[N:9]=[C:10]3[CH:15]=[CH:14][CH:13]=[CH:12][N:11]3[C:16]=2[CH2:17][N:18]2[CH:23]=[CH:22][C:21]([NH:24][CH2:25][CH3:26])=[N:20][C:19]2=[O:27])=[CH:4][CH:3]=1.Cl[C:29]1C=CN(CC2N3C=CC=CC3=NC=2C2C=CC(Cl)=CC=2)[C:31](=O)[N:30]=1.CN(C)CCN>>[Cl:1][C:2]1[CH:3]=[CH:4][C:5]([C:8]2[N:9]=[C:10]3[CH:15]=[CH:14][CH:13]=[CH:12][N:11]3[C:16]=2[CH2:17][N:18]2[CH:23]=[CH:22][C:21]([NH:24][CH2:25][CH2:26][N:30]([CH3:31])[CH3:29])=[N:20][C:19]2=[O:27])=[CH:6][CH:7]=1. Procedure details: The title compound was prepared according to the experimental for compound 132 from 4-chloro-1-((2-(4-chlorophenyl)imidazo[1,2-a]pyridin-3-yl)methyl)pyrimidin-2(1H)-one and N1,N1-dimethylethane-1,2-diamine. M/e+ 423 for C22H24ClN6O (M+H)+; 1H-NMR (400 MHz, CDCl3) δ 8.42 (d, J=6.9 Hz, 1H), 7.68 (dd, J=8.4, 2.2 Hz, 2H), 7.64 (dd, J=9.1, 1.1 Hz, 1H), 7.47 (dd, J=8.4, 2.2 Hz, 2H), 7.28 (d, J=7.7 Hz, 1H), 6.86 (t, J=6.6 Hz, 1H), 6.65 (dd, J=7.3, 2.2 Hz, 1H), 6.49 (bs, 1H), 5.54 (d, J=1.8 Hz, 2H), 5.4... Starting materials: C(#N)C=1C=C(C=CC1OC[C@H](CC)C)C1=C(C(=O)O)C=CC=C1 ((S)-(+)-3-Cyano-4-(2-methylbutyloxy)phenylbenzoic acid), OO (hydrogen peroxide). Solvent: C1CCOC1 (THF). Yields the product OC=1C=CC(=C(C#N)C1)OC[C@H](CC)C ((S)-(+)-5-Hydroxy-2-(2-methylbutyloxy)benzonitrile). As a reaction SMILES: [C:1]([C:3]1[CH:4]=[C:5](C2C=CC=CC=2C(O)=O)[CH:6]=[CH:7][C:8]=1[O:9][CH2:10][C@@H:11]([CH3:14])[CH2:12][CH3:13])#[N:2].[OH:24]O>C1COCC1>[OH:24][C:5]1[CH:6]=[CH:7][C:8]([O:9][CH2:10][C@@H:11]([CH3:14])[CH2:12][CH3:13])=[C:3]([CH:4]=1)[C:1]#[N:2]. Procedure: A mixture of compound 47 (3.00 g, 0.014 mol), hydrogen peroxide (30%, w/v, 150 ml) and THF (200 ml) was heated under reflux for 3 h. The water/THF mixture was removed in vacuo and the oily residue was dissolved in diethyl ether and washed with water. The ether was dried (MgSO4) and evaporated in vacuo to give a viscous, fawn oil.